Dataset: the Open Reaction Database (ORD), a public repository of structured organic reaction records. Task: describe an organic reaction: reactants, conditions, products, and yield Starting materials: CC(C)(C)OC(=O)N1CCC(C(=O)O)CC1, CCN=C=NCCCN(C)C, CN(C)C=O, Cl, [Na+], O, Oc1cccc2[nH]nnc12, O=C([O-])O, NCc1ccc2[nH]ncc2c1. The product is CC(C)(C)OC(=O)N1CCC(C(=O)NCc2ccc3[nH]ncc3c2)CC1. RXN SMILES: [C:12]([CH3:13])([CH3:14])([CH3:15])[O:16][C:17](=[O:18])[N:19]1[CH2:20][CH2:21][CH:22]([C:25](=[O:26])[OH:27])[CH2:23][CH2:24]1.[CH2:29]([N:30]=[C:31]=[N:32][CH2:33][CH2:34][CH2:35][N:36]([CH3:37])[CH3:38])[CH3:39].[CH3:55][N:56]([CH3:57])[CH:58]=[O:59].[ClH:28].[Na+:50].[OH2:60].[OH:40][c:41]1[c:42]2[n:43][n:44][nH:45][c:46]2[cH:47][cH:48][cH:49]1.[OH:51][C:52](=[O:53])[O-:54].[nH:1]1[n:2][cH:3][c:4]2[cH:5][c:6]([CH2:10][NH2:11])[cH:7][cH:8][c:9]12>>[nH:1]1[n:2][cH:3][c:4]2[cH:5][c:6]([CH2:10][NH:11][C:25]([CH:22]3[CH2:21][CH2:20][N:19]([C:17]([O:16][C:12]([CH3:13])([CH3:14])[CH3:15])=[O:18])[CH2:24][CH2:23]3)=[O:26])[cH:7][cH:8][c:9]12. Product: C(C)N1C=C(C(C2=C1N=C(N=C2)N2CCN(CC2)C)=O)C(=O)OCC (Ethyl 5,8-dihydro-8-ethyl-2-(4-methyl-1-piperazinyl)-5-oxopyrido[2,3-d]pyrimidine-6-carboxylate). Procedure: A mixture containing 1.0 g of ethyl 5-ethoxy-2-(4-methyl-1-piperazinyl)pyrido[2,3-d]pyrimidine-6-carboxylate and 5.0 ml of ethyl iodide was heated to reflux for one hour. After ethyl iodide was recovered by distillation, the resulting solid was crystallized from water to give 0.69 g of the product, m.p. 146° - 147°C. Reactants: C(C)OC1=C(C=NC=2N=C(N=CC21)N2CCN(CC2)C)C(=O)OCC (ethyl 5-ethoxy-2-(4-methyl-1-piperazinyl)pyrido[2,3-d]pyrimidine-6-carboxylate), C(C)I (ethyl iodide). As a reaction SMILES: C([O:3][C:4]1[C:13]2[CH:12]=[N:11][C:10]([N:14]3[CH2:19][CH2:18][N:17]([CH3:20])[CH2:16][CH2:15]3)=[N:9][C:8]=2[N:7]=[CH:6][C:5]=1[C:21]([O:23][CH2:24][CH3:25])=[O:22])C.[CH2:26](I)[CH3:27]>>[CH2:26]([N:7]1[C:8]2[N:9]=[C:10]([N:14]3[CH2:19][CH2:18][N:17]([CH3:20])[CH2:16][CH2:15]3)[N:11]=[CH:12][C:13]=2[C:4](=[O:3])[C:5]([C:21]([O:23][CH2:24][CH3:25])=[O:22])=[CH:6]1)[CH3:27]. Yields the product COc1cc(-c2nc(-c3ccc(F)c4c(CCC(=O)O)c[nH]c34)no2)cnc1OC(C)C. Reaction SMILES: [CH2:38]1[O:39][CH2:40][CH2:41][CH2:42]1.[ClH:37].[F:3][c:4]1[c:5]2[c:6]([CH2:30][CH2:31][C:32](=[O:33])[O:34][CH2:35][CH3:36])[cH:7][nH:8][c:9]2[c:10](-[c:13]2[n:14][o:15][c:16](-[c:18]3[cH:19][n:20][c:21]([O:26][CH:27]([CH3:28])[CH3:29])[c:22]([O:24][CH3:25])[cH:23]3)[n:17]2)[cH:11][cH:12]1.[Na+:2].[OH-:1].[OH2:43]>>[F:3][c:4]1[c:5]2[c:6]([CH2:30][CH2:31][C:32](=[O:33])[OH:34])[cH:7][nH:8][c:9]2[c:10](-[c:13]2[n:14][o:15][c:16](-[c:18]3[cH:19][n:20][c:21]([O:26][CH:27]([CH3:28])[CH3:29])[c:22]([O:24][CH3:25])[cH:23]3)[n:17]2)[cH:11][cH:12]1. Reactants: C1CCOC1, Cl, CCOC(=O)CCc1c[nH]c2c(-c3noc(-c4cnc(OC(C)C)c(OC)c4)n3)ccc(F)c12, [Na+], [OH-], O.